Dataset: the Open Reaction Database (ORD), a public repository of structured organic reaction records. Task: describe an organic reaction: reactants, conditions, products, and yield RXN SMILES: [Br:18][c:19]1[cH:20][cH:21][c:22]([NH:25][CH2:26][C:27]([CH3:28])([NH2:29])[CH3:30])[n:23][cH:24]1.[C:12](=[O:13])([O-:14])[O-:15].[CH3:1][O:2][c:3]1[cH:4][cH:5][c:6]([B:9]([OH:10])[OH:11])[cH:7][cH:8]1.[CH3:31][CH2:32][OH:33].[CH3:34][O:35][CH2:36][CH2:37][O:38][CH3:39].[Na+:16].[Na+:17].[cH:40]1[cH:41][cH:42][c:43]([P:44]([Pd:45]([P:46]([c:47]2[cH:48][cH:49][cH:50][cH:51][cH:52]2)([c:53]2[cH:54][cH:55][cH:56][cH:57][cH:58]2)[c:59]2[cH:60][cH:61][cH:62][cH:63][cH:64]2)([P:65]([c:66]2[cH:67][cH:68][cH:69][cH:70][cH:71]2)([c:72]2[cH:73][cH:74][cH:75][cH:76][cH:77]2)[c:78]2[cH:79][cH:80][cH:81][cH:82][cH:83]2)[P:84]([c:85]2[cH:86][cH:87][cH:88][cH:89][cH:90]2)([c:91]2[cH:92][cH:93][cH:94][cH:95][cH:96]2)[c:97]2[cH:98][cH:99][cH:100][cH:101][cH:102]2)([c:103]2[cH:104][cH:105][cH:106][cH:107][cH:108]2)[c:109]2[cH:110][cH:111][cH:112][cH:113][cH:114]2)[cH:115][cH:116]1>>[CH3:1][O:2][c:3]1[cH:4][cH:5][c:6](-[c:19]2[cH:20][cH:21][c:22]([NH:25][CH2:26][C:27]([CH3:28])([NH2:29])[CH3:30])[n:23][cH:24]2)[cH:7][cH:8]1. The product is COc1ccc(-c2ccc(NCC(C)(C)N)nc2)cc1. Reactants: CC(C)(N)CNc1ccc(Br)cn1, O=C([O-])[O-], COc1ccc(B(O)O)cc1, CCO, COCCOC, [Na+], [Na+], c1ccc(P(c2ccccc2)(c2ccccc2)[Pd](P(c2ccccc2)(c2ccccc2)c2ccccc2)(P(c2ccccc2)(c2ccccc2)c2ccccc2)P(c2ccccc2)(c2ccccc2)c2ccccc2)cc1. The reactants are CCOC(=O)CP(=O)(OCC)OCC, COc1cc(COc2nn(-c3ccc(C(F)(F)F)cc3)cc2C=O)ccc1OCc1nc(-c2ccccc2)oc1C, CN(C)C=O, [H-], [Na+], O. The product is CCOC(=O)C=Cc1cn(-c2ccc(C(F)(F)F)cc2)nc1OCc1ccc(OCc2nc(-c3ccccc3)oc2C)c(OC)c1. Reaction SMILES: [CH2:42]([O:43][P:44]([O:45][CH2:46][CH3:47])(=[O:48])[CH2:50][C:51](=[O:52])[O:53][CH2:54][CH3:55])[CH3:49].[CH3:1][O:2][c:3]1[cH:4][c:5]([CH2:6][O:7][c:8]2[n:9][n:10](-[c:15]3[cH:16][cH:17][c:18]([C:21]([F:22])([F:23])[F:24])[cH:19][cH:20]3)[cH:11][c:12]2[CH:13]=[O:14])[cH:25][cH:26][c:27]1[O:28][CH2:29][c:30]1[n:31][c:32](-[c:36]2[cH:37][cH:38][cH:39][cH:40][cH:41]2)[o:33][c:34]1[CH3:35].[CH3:56][N:57]([CH3:58])[CH:59]=[O:60].[H-:61].[Na+:62].[OH2:63]>>[CH3:1][O:2][c:3]1[cH:4][c:5]([CH2:6][O:7][c:8]2[n:9][n:10](-[c:15]3[cH:16][cH:17][c:18]([C:21]([F:22])([F:23])[F:24])[cH:19][cH:20]3)[cH:11][c:12]2[CH:13]=[CH:50][C:51](=[O:52])[O:53][CH2:54][CH3:55])[cH:25][cH:26][c:27]1[O:28][CH2:29][c:30]1[n:31][c:32](-[c:36]2[cH:37][cH:38][cH:39][cH:40][cH:41]2)[o:33][c:34]1[CH3:35]. Product: Cl, NC1(CCCCc2ccccc2)c2ccccc2-c2[nH]c(=O)c3nccn3c21. Starting materials: CC(=O)NC1(CCCCc2ccccc2)c2ccccc2-c2[nH]c(=O)c3nccn3c21, CCO, Cl. Reaction SMILES: [C:1](=[O:2])([CH3:3])[NH:4][C:5]1([CH2:22][CH2:23][CH2:24][CH2:25][c:26]2[cH:27][cH:28][cH:29][cH:30][cH:31]2)[c:6]2[cH:7][cH:8][cH:9][cH:10][c:11]2-[c:12]2[nH:13][c:14](=[O:21])[c:15]3[n:16]([c:17]21)[cH:18][cH:19][n:20]3.[CH3:32][CH2:33][OH:34].[ClH:35]>>[ClH:35].[NH2:4][C:5]1([CH2:22][CH2:23][CH2:24][CH2:25][c:26]2[cH:27][cH:28][cH:29][cH:30][cH:31]2)[c:6]2[cH:7][cH:8][cH:9][cH:10][c:11]2-[c:12]2[nH:13][c:14](=[O:21])[c:15]3[n:16]([c:17]21)[cH:18][cH:19][n:20]3. Starting materials: NC1=C(OC2=C(C(=O)OC)C=CC(=C2)F)C=CC=C1NC(C1=CC=C(C=C1)OC)C1=CC=C(C=C1)OC (methyl 2-(2-amino-3-(bis(4-methoxyphenyl)methylamino)phenoxy)-4-fluorobenzoate), C(C)N(C(C)C)C(C)C (N-ethyl-N-isopropylpropan-2-amine), C(=O)(Cl)Cl (phosgene). Run in ClCCl (dichloromethane), C1(=CC=CC=C1)C (toluene), ClCCl (dichloromethane). Conditions: time 8 hour. Yields the product COC1=CC=C(C=C1)C(N1C(NC2=C1C=CC=C2OC2=C(C(=O)OC)C=CC(=C2)F)=O)C2=CC=C(C=C2)OC (methyl 2-(1-(bis(4-methoxyphenyl)methyl)-2-oxo-2,3-dihydro-1H-benzo[d]imidazol-4-yloxy)-4-fluorobenzoate). RXN SMILES: [NH2:1][C:2]1[C:19]([NH:20][CH:21]([C:30]2[CH:35]=[CH:34][C:33]([O:36][CH3:37])=[CH:32][CH:31]=2)[C:22]2[CH:27]=[CH:26][C:25]([O:28][CH3:29])=[CH:24][CH:23]=2)=[CH:18][CH:17]=[CH:16][C:3]=1[O:4][C:5]1[CH:14]=[C:13]([F:15])[CH:12]=[CH:11][C:6]=1[C:7]([O:9][CH3:10])=[O:8].C(N(C(C)C)C(C)C)C.[C:47](Cl)(Cl)=[O:48]>ClCCl.C1(C)C=CC=CC=1>[CH3:37][O:36][C:33]1[CH:32]=[CH:31][C:30]([CH:21]([C:22]2[CH:27]=[CH:26][C:25]([O:28][CH3:29])=[CH:24][CH:23]=2)[N:20]2[C:19]3[CH:18]=[CH:17][CH:16]=[C:3]([O:4][C:5]4[CH:14]=[C:13]([F:15])[CH:12]=[CH:11][C:6]=4[C:7]([O:9][CH3:10])=[O:8])[C:2]=3[NH:1][C:47]2=[O:48])=[CH:35][CH:34]=1. Procedure: A solution of EXAMPLE 368C (0.58 g) and N-ethyl-N-isopropylpropan-2-amine (0.804 ml) in dichloromethane (8 mL) was cooled with an ice bath. Then, a 20 wt % solution of phosgene in toluene (0.850 mil) was added dropwise. The mixture was stirred at room temperature overnight. The mixture was diluted with dichloromethane and washed with 5% aq. NaHCO3. The material was then absorbed on silica and purified on a silica gel column eluting with 50% ethyl acetate in hexane to provide the title compound. Reported procedure: 500 mg of powdered molecular sieve (4 Å) and 113 mg (0.96 mmol) of N-methylmorpholine N-oxide are added to a solution of the crude product from example 18A in 2 ml of dry dichloromethane. 11 mg (0.03 mmol) of tetrapropylammonium perruthenate are then added to the reaction mixture, which is then stirred at RT for 1 h. The mixture is purified directly by chromatography on a silica gel fritte (mobile phase: gradient dichloromethane/ethanol 100:1→10:1). All product-containing fractions are combined,... Reaction conditions: time 1 hour. The reagents and catalysts are [Ru](=O)(=O)(=O)[O-].C(CC)[N+](CCC)(CCC)CCC (tetrapropylammonium perruthenate). Reaction SMILES: C[N+]1([O-])CCOCC1.[OH:9][CH2:10][C:11]1[CH:12]=[CH:13][C:14]([NH:17][C:18](=[O:20])[CH3:19])=[N:15][CH:16]=1>ClCCl.[Ru]([O-])(=O)(=O)=O.C([N+](CCC)(CCC)CCC)CC>[CH:10]([C:11]1[CH:12]=[CH:13][C:14]([NH:17][C:18](=[O:20])[CH3:19])=[N:15][CH:16]=1)=[O:9] |f:3.4|. Starting materials: C[N+]1(CCOCC1)[O-] (N-methylmorpholine N-oxide), OCC=1C=CC(=NC1)NC(C)=O (N-[5-(Hydroxymethyl)pyridin-2-yl]acetamide). Run in ClCCl (dichloromethane). The product is C(=O)C=1C=CC(=NC1)NC(C)=O (N-(5-Formylpyridin-2-yl)acetamide). Reaction conditions: time 15 hour. Product: C1(=CC=CC=C1)C(OC1CCN(CC1)CCCNC=1C=CC=2N(N1)C=C(N2)C(C(=O)O)(C)C)C2=CC=CC=C2 (2-[6-[3-[4-(diphenylmethoxy)piperidino] propylamino]imidazo[1,2-b]pyridazin-2-yl]-2-methylpropionic acid). The reactants are aqueous solution, [OH-].[Na+] (sodium hydroxide), C1(=CC=CC=C1)C(OC1CCN(CC1)CCCNC=1C=CC=2N(N1)C=C(N2)C(C(=O)OCC)(C)C)C2=CC=CC=C2 (ethyl 2-[6-[3-[4-(diphenylmethoxy)piperidino]propylamino]imidazo[1,2-b]pyridazin-2-yl]-2-methylpropionate). Procedure details: 468 mg of ethyl 2-[6-[3-[4-(diphenylmethoxy)piperidino]propylamino]imidazo[1,2-b]pyridazin-2-yl]-2-methylpropionate was dissolved in 3 ml of ethanol; 2 ml of a 1 N aqueous solution of sodium hydroxide was added, followed by stirring at room temperature for 15 hours. After the mixture was concentrated under reduced pressure, the residue was diluted with water and washed with ethyl acetate; the water layer was adjusted to pH 7 by the addition of 1 N hydrochloric acid, followed by extraction with e... As a reaction SMILES: [C:1]1([CH:7]([C:36]2[CH:41]=[CH:40][CH:39]=[CH:38][CH:37]=2)[O:8][CH:9]2[CH2:14][CH2:13][N:12]([CH2:15][CH2:16][CH2:17][NH:18][C:19]3[CH:20]=[CH:21][C:22]4[N:23]([CH:25]=[C:26]([C:28]([CH3:35])([CH3:34])[C:29]([O:31]CC)=[O:30])[N:27]=4)[N:24]=3)[CH2:11][CH2:10]2)[CH:6]=[CH:5][CH:4]=[CH:3][CH:2]=1.[OH-].[Na+]>C(O)C>[C:36]1([CH:7]([C:1]2[CH:6]=[CH:5][CH:4]=[CH:3][CH:2]=2)[O:8][CH:9]2[CH2:10][CH2:11][N:12]([CH2:15][CH2:16][CH2:17][NH:18][C:19]3[CH:20]=[CH:21][C:22]4[N:23]([CH:25]=[C:26]([C:28]([CH3:35])([CH3:34])[C:29]([OH:31])=[O:30])[N:27]=4)[N:24]=3)[CH2:13][CH2:14]2)[CH:41]=[CH:40][CH:39]=[CH:38][CH:37]=1 |f:1.2|. Solvent: C(C)O (ethanol). Isolated yield 60.1%. Reactants: C(C(C)C)N1N=C(C=C(C1=O)COS(=O)(=O)C)C1=CC=C(C=C1)SC (2-isobutyl-4-methanesulfonyloxymethyl-6-[4-(methylthio)phenyl]-2H-pyridazin-3-one), CN1CCNCC1 (1-methylpiperazine). The product is C(C(C)C)N1N=C(C=C(C1=O)CN1CCN(CC1)C)C1=CC=C(C=C1)SC (2-isobutyl-4-(4-methyl-1-piperazinyl)methyl-6-[4-(methylthio)phenyl]-2H-pyridazin-3-one). Isolated yield 68.3%. As a reaction SMILES: [CH2:1]([N:5]1[C:10](=[O:11])[C:9]([CH2:12]OS(C)(=O)=O)=[CH:8][C:7]([C:18]2[CH:23]=[CH:22][C:21]([S:24][CH3:25])=[CH:20][CH:19]=2)=[N:6]1)[CH:2]([CH3:4])[CH3:3].[CH3:26][N:27]1[CH2:32][CH2:31][NH:30][CH2:29][CH2:28]1>>[CH2:1]([N:5]1[C:10](=[O:11])[C:9]([CH2:12][N:30]2[CH2:31][CH2:32][N:27]([CH3:26])[CH2:28][CH2:29]2)=[CH:8][C:7]([C:18]2[CH:23]=[CH:22][C:21]([S:24][CH3:25])=[CH:20][CH:19]=2)=[N:6]1)[CH:2]([CH3:4])[CH3:3]. Procedure details: Following the procedure of Example 1(10), 2-isobutyl-4-methanesulfonyloxymethyl-6-[4-(methylthio)phenyl]-2H-pyridazin-3-one and 1-methylpiperazine were reacted to yield the title compound as a yellow oil (yield: 68.3%). RXN SMILES: [CH3:22][CH:23]([CH2:24][OH:25])[CH2:26][CH2:27][CH2:28][C:29]([CH3:30])([OH:31])[CH3:32].[Cl:50][CH2:51][Cl:52].[Cr:1]([O:2][Cr:3]([O-:4])(=[O:5])=[O:6])([O-:7])(=[O:8])=[O:9].[c:33]1([CH3:34])[cH:35][cH:36][c:37]([S:38]([O-:39])(=[O:40])=[O:41])[cH:42][cH:43]1.[nH+:10]1[cH:11][cH:12][cH:13][cH:14][cH:15]1.[nH+:16]1[cH:17][cH:18][cH:19][cH:20][cH:21]1.[nH+:44]1[cH:45][cH:46][cH:47][cH:48][cH:49]1>>[CH3:22][CH:23]([CH:24]=[O:25])[CH2:26][CH2:27][CH2:28][C:29]([CH3:30])([OH:31])[CH3:32]. Product: CC(C=O)CCCC(C)(C)O. Starting materials: CC(CO)CCCC(C)(C)O, ClCCl, O=[Cr](=O)([O-])O[Cr](=O)(=O)[O-], Cc1ccc(S(=O)(=O)[O-])cc1, c1cc[nH+]cc1, c1cc[nH+]cc1, c1cc[nH+]cc1. Reactants: N1C(=NC2=C1C=CC=C2)NC(=O)C=2N=CNC2C(=O)NC2=C(C=C(C=C2)OC2CCN(CC2)C(=O)OC(C)(C)C)Cl (1-dimethylethyl 4-({4-[({4-[(1H-benzimidazol-2-ylamino)carbonyl]-1H-imidazol-5-yl}carbonyl)amino]-3-chlorophenyl}oxy)piperidine-1-carboxylate), Cl (hydrogen chloride). Solvent: O1CCOCC1 (dioxane). The product is N1C(=NC2=C1C=CC=C2)NC(=O)C=2N=CNC2C(=O)NC2=C(C=C(C=C2)OC2CCNCC2)Cl (N4-1H-benzimidazol-2-yl-N5-[2-chloro-4-(piperidin-4-yloxy)phenyl]-1H-imidazole-4,5-dicarboxamide), hydrochloride salt. The yield is 83.0%. RXN SMILES: [NH:1]1[C:5]2[CH:6]=[CH:7][CH:8]=[CH:9][C:4]=2[N:3]=[C:2]1[NH:10][C:11]([C:13]1[N:14]=[CH:15][NH:16][C:17]=1[C:18]([NH:20][C:21]1[CH:26]=[CH:25][C:24]([O:27][CH:28]2[CH2:33][CH2:32][N:31](C(OC(C)(C)C)=O)[CH2:30][CH2:29]2)=[CH:23][C:22]=1[Cl:41])=[O:19])=[O:12].Cl>O1CCOCC1>[NH:1]1[C:5]2[CH:6]=[CH:7][CH:8]=[CH:9][C:4]=2[N:3]=[C:2]1[NH:10][C:11]([C:13]1[N:14]=[CH:15][NH:16][C:17]=1[C:18]([NH:20][C:21]1[CH:26]=[CH:25][C:24]([O:27][CH:28]2[CH2:33][CH2:32][NH:31][CH2:30][CH2:29]2)=[CH:23][C:22]=1[Cl:41])=[O:19])=[O:12]. Reported procedure: 1-dimethylethyl 4-({4-[({4-[(1H-benzimidazol-2-ylamino)carbonyl]-1H-imidazol-5-yl}carbonyl)amino]-3-chlorophenyl}oxy)piperidine-1-carboxylate was treated with 4M hydrogen chloride in dioxane to give N4-1H-benzimidazol-2-yl-N5-[2-chloro-4-(piperidin-4-yloxy)phenyl]-1H-imidazole-4,5-dicarboxamide as its hydrochloride salt in 83% yield. 1H-NMR (400 MHz, DMSO-d6): 13.9 (s, br, 1H), 13.7 (s, 1H), 12.2 (s, 1H), 10.4 (s, 1H), 8.41-8.39 (m, 1H), 8.15 (s, 1H), 8.01 (s, 1H), 7.45 (s, 2H), 7.07 (s, 2H). MS... Solvent: C(C)#N (acetonitrile), O1CCOCC1 (dioxane). The yield is 20.6%. Procedure: Compound ii (1.0 g, 3.7 mmol) and N-ethylurea (362 mg, 4.1 mmol) were dissolved in degassed dioxane (50 mL) under an atmosphere of argon. Potassium tert-butoxide (628 mg, 5.6 mmol), Xantphos (129 mg, 0.22 mmol) and palladium(0)bis(dibenzylideneacetone) (65 mg, 0.11 mmol) were added sequentially. The mixture was heated at 100° C. with stirring under argon for 16 h. Additional palladium(0)bis(dibenzylideneacetone) (65 mg, 0.11 mmol) and N-ethylurea (560 mg, 6.4 mmol) were added and the mixture hea... Starting materials: ClC1=C(C=NC(=C1)Cl)C(=O)NC=1C=NC=CC1 (4,6-Dichloro-N-(3-pyridyl)pyridine-3-carboxamide), C(C)NC(=O)N (N-ethylurea), CC(C)([O-])C.[K+] (Potassium tert-butoxide), CC1(C2=C(C(=CC=C2)P(C3=CC=CC=C3)C4=CC=CC=C4)OC5=C(C=CC=C51)P(C6=CC=CC=C6)C7=CC=CC=C7)C (Xantphos), palladium(0)bis(dibenzylideneacetone), palladium(0)bis(dibenzylideneacetone), C(C)NC(=O)N (N-ethylurea). Yields the product ClC1=C(C=NC(=C1)NC(NCC)=O)C(=O)NC=1C=NC=CC1 (4-Chloro-6-(ethylcarbamoylamino)-N-(3-pyridyl)pyridine-3-carboxamide). Conditions: temperature 100 celsius, time 16 hour. Reaction SMILES: [Cl:1][C:2]1[CH:7]=[C:6](Cl)[N:5]=[CH:4][C:3]=1[C:9]([NH:11][C:12]1[CH:13]=[N:14][CH:15]=[CH:16][CH:17]=1)=[O:10].[CH2:18]([NH:20][C:21]([NH2:23])=[O:22])[CH3:19].CC(C)([O-])C.[K+].CC1(C)C2C(=C(P(C3C=CC=CC=3)C3C=CC=CC=3)C=CC=2)OC2C(P(C3C=CC=CC=3)C3C=CC=CC=3)=CC=CC1=2>O1CCOCC1.C(#N)C>[Cl:1][C:2]1[CH:7]=[C:6]([NH:23][C:21](=[O:22])[NH:20][CH2:18][CH3:19])[N:5]=[CH:4][C:3]=1[C:9]([NH:11][C:12]1[CH:13]=[N:14][CH:15]=[CH:16][CH:17]=1)=[O:10] |f:2.3|.